Dataset: the Open Reaction Database (ORD), a public repository of structured organic reaction records. Task: describe an organic reaction: reactants, conditions, products, and yield Reactants: Cc1ccc(S(=O)(=O)N(CCCl)CCCl)cc1, N#CCc1ccc(Cl)cc1, c1ccccc1. Yields the product Cc1ccc(S(=O)(=O)N2CCC(C#N)(c3ccc(Cl)cc3)CC2)cc1. As a reaction SMILES: [Cl:11][CH2:12][CH2:13][N:14]([S:15](=[O:16])(=[O:17])[c:18]1[cH:19][cH:20][c:21]([CH3:24])[cH:22][cH:23]1)[CH2:25][CH2:26][Cl:27].[Cl:1][c:2]1[cH:3][cH:4][c:5]([CH2:6][C:7]#[N:8])[cH:9][cH:10]1.[cH:28]1[cH:29][cH:30][cH:31][cH:32][cH:33]1>>[Cl:1][c:2]1[cH:3][cH:4][c:5]([C:6]2([C:7]#[N:8])[CH2:12][CH2:13][N:14]([S:15](=[O:16])(=[O:17])[c:18]3[cH:19][cH:20][c:21]([CH3:24])[cH:22][cH:23]3)[CH2:25][CH2:26]2)[cH:9][cH:10]1. Reactants: CCCC[N+](CCCC)(CCCC)CCCC, N#CC(Cl)(Cl)Cl, ClCCl, OCc1ccc(F)cc1F, [K+], [OH-], O=S(=O)([O-])O. Product: N=C(OCc1ccc(F)cc1F)C(Cl)(Cl)Cl. Reaction SMILES: [CH2:22]([N+:23]([CH2:24][CH2:25][CH2:26][CH3:27])([CH2:28][CH2:29][CH2:30][CH3:31])[CH2:32][CH2:33][CH2:34][CH3:35])[CH2:36][CH2:37][CH3:38].[Cl:11][C:12]([C:13]#[N:14])([Cl:15])[Cl:16].[Cl:39][CH2:40][Cl:41].[F:1][c:2]1[c:3]([CH2:4][OH:5])[cH:6][cH:7][c:8]([F:10])[cH:9]1.[K+:43].[OH-:42].[S:17]([O-:18])([OH:19])(=[O:20])=[O:21]>>[F:1][c:2]1[c:3]([CH2:4][O:5][C:13]([C:12]([Cl:11])([Cl:15])[Cl:16])=[NH:14])[cH:6][cH:7][c:8]([F:10])[cH:9]1. Starting materials: [N+](=O)([O-])[O-].[K+] (potassium nitrate), ice water, C1(CCCCC1)C1=CC=C(N)C=C1 (4-cyclohexylaniline), C(C)(=O)OC(C)=O (acetic anhydride), resultant mixture. The solvent is S(O)(O)(=O)=O (sulphuric acid). Run at temperature 50 celsius, time 1 hour. Yields the product C1(CCCCC1)C1=CC(=C(C=C1)NC(C)=O)[N+](=O)[O-] (N-(4-Cyclohexyl-2-nitrophenyl)acetamide). As a reaction SMILES: [CH:1]1([C:7]2[CH:13]=[CH:12][C:10]([NH2:11])=[CH:9][CH:8]=2)[CH2:6][CH2:5][CH2:4][CH2:3][CH2:2]1.[C:14]([O:17]C(=O)C)(=O)[CH3:15].[N+:21]([O-])([O-:23])=[O:22].[K+]>S(=O)(=O)(O)O>[CH:1]1([C:7]2[CH:8]=[CH:9][C:10]([NH:11][C:14](=[O:17])[CH3:15])=[C:12]([N+:21]([O-:23])=[O:22])[CH:13]=2)[CH2:2][CH2:3][CH2:4][CH2:5][CH2:6]1 |f:2.3|. Reported procedure: A mixture of 4-cyclohexylaniline (10.0 g, 57.1 mmol) and acetic anhydride (50 ml) was stirred at 50° C. for 1 hour. The resultant mixture was cooled in an ice-bath and a solution of potassium nitrate (10.0 g, 99.0 mmol) in conc. sulphuric acid (25 ml) was added drop-wise keeping the temperature at 15-18° C. After the addition, the mixture was poured into ice-water (400 g). The precipitate was filtered off, washed with water and dried. This crude product (12 g) contained a 1:1 mixture of mono- an... Starting materials: [BH4-], CCN(CC)C(=O)c1ccc(N(Cc2ccccc2)C2CCNCC2)cc1, CO, [Na+], O. The product is CCN(CC)C(=O)c1ccc(N(Cc2ccccc2)C2CCN(C)CC2)cc1. As a reaction SMILES: [BH4-:28].[CH2:1]([CH3:2])[N:3]([C:4]([c:5]1[cH:6][cH:7][c:8]([N:11]([CH:12]2[CH2:13][CH2:14][NH:15][CH2:16][CH2:17]2)[CH2:18][c:19]2[cH:20][cH:21][cH:22][cH:23][cH:24]2)[cH:9][cH:10]1)=[O:25])[CH2:26][CH3:27].[CH3:30][OH:31].[Na+:29].[OH2:32]>>[CH2:1]([CH3:2])[N:3]([C:4]([c:5]1[cH:6][cH:7][c:8]([N:11]([CH:12]2[CH2:13][CH2:14][N:15]([CH3:30])[CH2:16][CH2:17]2)[CH2:18][c:19]2[cH:20][cH:21][cH:22][cH:23][cH:24]2)[cH:9][cH:10]1)=[O:25])[CH2:26][CH3:27]. Reactants: [Al+3], [Al+3], CCC(C)=O, CC1(C)CCCC2(C)CC(O)CCC12, CC(C)[O-], CC(C)[O-], CC(C)[O-], Cc1ccccc1, [Cl-], [Cl-], [Cl-]. Yields the product CC1(C)CCCC2(C)CC(=O)CCC12. Reaction SMILES: [Al+3:24].[Al+3:34].[CH3:15][C:16]([CH2:17][CH3:18])=[O:19].[CH3:1][C:2]12[CH2:3][CH:4]([OH:14])[CH2:5][CH2:6][CH:7]1[C:8]([CH3:12])([CH3:13])[CH2:9][CH2:10][CH2:11]2.[CH3:20][CH:21]([CH3:22])[O-:23].[CH3:25][CH:26]([CH3:27])[O-:28].[CH3:29][CH:30]([CH3:31])[O-:32].[CH3:37][c:38]1[cH:39][cH:40][cH:41][cH:42][cH:43]1.[Cl-:33].[Cl-:35].[Cl-:36]>>[CH3:1][C:2]12[CH2:3][C:4](=[O:14])[CH2:5][CH2:6][CH:7]1[C:8]([CH3:12])([CH3:13])[CH2:9][CH2:10][CH2:11]2. Starting materials: ClC=1C=C(C(=NC1)C(=O)O)NS(=O)(=O)C1=CC(=C(C=C1)Cl)C(F)(F)F (5-chloro-3-(4-chloro-3-trifluoromethyl-benzenesulfonylamino)-pyridine-2-carboxylic acid), C(C(=O)Cl)(=O)Cl (oxalyl chloride), TEA, C1CCOC1 (THF). Run at time 2 hour. Yields the product ClC=1C=C(C(=NC1)C(=O)Cl)N(COC)S(=O)(=O)C1=CC(=C(C=C1)Cl)C(F)(F)F (5-chloro-3-[(4-chloro-3-trifluoromethyl-benzenesulfonyl)-methoxymethyl-amino]-pyridine-2-carbonyl chloride). Reaction SMILES: [Cl:1][C:2]1[CH:3]=[C:4]([NH:11][S:12]([C:15]2[CH:20]=[CH:19][C:18]([Cl:21])=[C:17]([C:22]([F:25])([F:24])[F:23])[CH:16]=2)(=[O:14])=[O:13])[C:5]([C:8]([OH:10])=O)=[N:6][CH:7]=1.C(Cl)(=O)C([Cl:29])=O.C1[CH2:36][O:35][CH2:34]C1>>[Cl:1][C:2]1[CH:3]=[C:4]([N:11]([S:12]([C:15]2[CH:20]=[CH:19][C:18]([Cl:21])=[C:17]([C:22]([F:23])([F:25])[F:24])[CH:16]=2)(=[O:13])=[O:14])[CH2:34][O:35][CH3:36])[C:5]([C:8]([Cl:29])=[O:10])=[N:6][CH:7]=1. Procedure details: A mixture of 5-chloro-3-(4-chloro-3-trifluoromethyl-benzenesulfonylamino)-pyridine-2-carboxylic acid (100 mg, 0.24 mmol), oxalyl chloride (2 N in DCM, 0.24 mL, 0.48 mmol), TEA (0.064 mL) in THF (1 mL) was stirred at RT for 2 hours and then evaporated to dryness to give 5-chloro-3-[(4-chloro-3-trifluoromethyl-benzenesulfonyl)-methoxymethyl-amino]-pyridine-2-carbonyl chloride. Reactants: COC(=O)CN1CCN(C(COCc2cc(C(F)(F)F)cc(C(F)(F)F)c2)c2ccccc2N)CC1, CO, [K+], [OH-]. Product: Nc1ccccc1C(COCc1cc(C(F)(F)F)cc(C(F)(F)F)c1)N1CCN(CC(=O)O)CC1. Reaction SMILES: [CH3:1][O:2][C:3]([CH2:4][N:5]1[CH2:6][CH2:7][N:8]([CH:11]([CH2:12][O:13][CH2:14][c:15]2[cH:16][c:17]([C:25]([F:26])([F:27])[F:28])[cH:18][c:19]([C:21]([F:22])([F:23])[F:24])[cH:20]2)[c:29]2[c:30]([NH2:35])[cH:31][cH:32][cH:33][cH:34]2)[CH2:9][CH2:10]1)=[O:36].[CH3:39][OH:40].[K+:38].[OH-:37]>>[O:2]=[C:3]([CH2:4][N:5]1[CH2:6][CH2:7][N:8]([CH:11]([CH2:12][O:13][CH2:14][c:15]2[cH:16][c:17]([C:25]([F:26])([F:27])[F:28])[cH:18][c:19]([C:21]([F:22])([F:23])[F:24])[cH:20]2)[c:29]2[c:30]([NH2:35])[cH:31][cH:32][cH:33][cH:34]2)[CH2:9][CH2:10]1)[OH:36].